From a dataset of the Open Reaction Database (ORD), a public repository of structured organic reaction records. describe an organic reaction: reactants, conditions, products, and yield Starting materials: N(=[N+]=[N-])CC1=CC=C2C(=CC(=NC2=C1)C#N)C1=CC=CC=C1 (7-(azidomethyl)-4-phenylquinoline-2-carbonitrile), [N+](=O)([O-])C1=CC=C(C(=O)OC(C#C)(C(F)(F)F)CC)C=C1 (1-ethyl-1-(trifluoromethyl)prop-2-yn-1-yl 4-nitrobenzoate), C(C)(C)N(CC)C(C)C (diisopropylethylamine). The reagents and catalysts are [Cu](I)I (copper iodide). Solvent: C1CCOC1 (THF). Run at time 8 hour. Product: [N+](=O)([O-])C1=CC=C(C(=O)O[C@](CC)(C(F)(F)F)C=2N=NN(C2)CC2=CC=C3C(=CC(=NC3=C2)C#N)C2=CC=CC=C2)C=C1 ((S)-1-{1-[(2-cyano-4-phenylquinolin-7-yl)methyl]-1H-1,2,3-triazol-4-yl}-1-(trifluoromethyl)propyl 4-nitrobenzoate). Reaction SMILES: [N:1]([CH2:4][C:5]1[CH:14]=[C:13]2[C:8]([C:9]([C:17]3[CH:22]=[CH:21][CH:20]=[CH:19][CH:18]=3)=[CH:10][C:11]([C:15]#[N:16])=[N:12]2)=[CH:7][CH:6]=1)=[N+:2]=[N-:3].[N+:23]([C:26]1[CH:43]=[CH:42][C:29]([C:30]([O:32][C:33]([CH2:40][CH3:41])([C:36]([F:39])([F:38])[F:37])[C:34]#[CH:35])=[O:31])=[CH:28][CH:27]=1)([O-:25])=[O:24].C(N(C(C)C)CC)(C)C>C1COCC1.[Cu](I)I>[N+:23]([C:26]1[CH:27]=[CH:28][C:29]([C:30]([O:32][C@@:33]([C:34]2[N:3]=[N:2][N:1]([CH2:4][C:5]3[CH:14]=[C:13]4[C:8]([C:9]([C:17]5[CH:22]=[CH:21][CH:20]=[CH:19][CH:18]=5)=[CH:10][C:11]([C:15]#[N:16])=[N:12]4)=[CH:7][CH:6]=3)[CH:35]=2)([C:36]([F:37])([F:38])[F:39])[CH2:40][CH3:41])=[O:31])=[CH:42][CH:43]=1)([O-:25])=[O:24]. Procedure details: To a solution of 7-(azidomethyl)-4-phenylquinoline-2-carbonitrile (120 mg, 0.42 mmol) and 1-ethyl-1-(trifluoromethyl)prop-2-yn-1-yl 4-nitrobenzoate (139 mg, 0.46 mmol, slower eluting enantiomer described in Example 1, step 2) in THF (5 mL) was added diisopropylethylamine (0.37 mL, 2.1 mmol) followed by copper iodide (120 mg, 0.63 mmol). The reaction was stirred at room temperature overnight and quenched with saturated aqueous NH4Cl and extracted with EtOAc. The combined organic layers were washe...